This data is from the Open Reaction Database (ORD), a public repository of structured organic reaction records. The task is: describe an organic reaction: reactants, conditions, products, and yield The reactants are CC#N, CCOC(C)=O, O=C1CCC(=O)N1I, N#Cc1ccc(-c2c[nH]c(-c3ccccc3)n2)cc1. Yields the product N#Cc1ccc(-c2nc(-c3ccccc3)[nH]c2I)cc1. Reaction SMILES: [CH3:28][C:29]#[N:30].[CH3:31][CH2:32][O:33][C:34]([CH3:35])=[O:36].[O:20]=[C:21]1[N:22]([I:27])[C:23](=[O:24])[CH2:25][CH2:26]1.[c:1]1(-[c:7]2[nH:8][cH:9][c:10](-[c:12]3[cH:13][cH:14][c:15]([C:16]#[N:17])[cH:18][cH:19]3)[n:11]2)[cH:2][cH:3][cH:4][cH:5][cH:6]1>>[c:1]1(-[c:7]2[nH:8][c:9]([I:27])[c:10](-[c:12]3[cH:13][cH:14][c:15]([C:16]#[N:17])[cH:18][cH:19]3)[n:11]2)[cH:2][cH:3][cH:4][cH:5][cH:6]1. The reactants are NC1=CC=C(C(=O)OC)C=C1 (methyl 4-aminobenzoate), C1(=CC=CC=C1)C1=C(C=NO1)CCC(=O)O (3-(5-phenyl-4-isoxazolyl)propionic acid), O.ON1N=NC2=C1C=CC=C2 (1-hydroxy-1H-1,2,3-benzotriazole hydrate), Cl.C(C)N=C=NCCCN(C)C (1-ethyl-3-(3-dimethylaminopropyl)carbodiimide hydrochloride). Run in CN(C=O)C (N,N-dimethylformamide), O (water). Reaction conditions: time 8 hour. The product is COC(=O)C1=CC=C(C=C1)NC(CCC=1C=NOC1C1=CC=CC=C1)=O (N-(4-methoxycarbonylphenyl)-3-(5-phenyl-4-isoxazolyl)propionamide). Isolated yield 88.9%. Reaction SMILES: [NH2:1][C:2]1[CH:11]=[CH:10][C:5]([C:6]([O:8][CH3:9])=[O:7])=[CH:4][CH:3]=1.[C:12]1([C:18]2[O:22][N:21]=[CH:20][C:19]=2[CH2:23][CH2:24][C:25](O)=[O:26])[CH:17]=[CH:16][CH:15]=[CH:14][CH:13]=1.O.ON1C2C=CC=CC=2N=N1.Cl.C(N=C=NCCCN(C)C)C>O.CN(C)C=O>[CH3:9][O:8][C:6]([C:5]1[CH:4]=[CH:3][C:2]([NH:1][C:25](=[O:26])[CH2:24][CH2:23][C:19]2[CH:20]=[N:21][O:22][C:18]=2[C:12]2[CH:13]=[CH:14][CH:15]=[CH:16][CH:17]=2)=[CH:11][CH:10]=1)=[O:7] |f:2.3,4.5|. Reported procedure: A mixture of methyl 4-aminobenzoate (0.46 g), 3-(5-phenyl-4-isoxazolyl)propionic acid (0.60 g), 1-hydroxy-1H-1,2,3-benzotriazole hydrate (0.48 g), 1-ethyl-3-(3-dimethylaminopropyl)carbodiimide hydrochloride (0.61 g) and N,N-dimethylformamide (15 ml) was stirred at room temperature overnight. The reaction mixture was poured into water and the mixture was extracted with ethyl acetate. The ethyl acetate layer was washed with dilute hydrochloric acid, saturated aqueous sodium hydrogencarbonate and t...